This data is from the Open Reaction Database (ORD), a public repository of structured organic reaction records. The task is: describe an organic reaction: reactants, conditions, products, and yield Starting materials: C(C=C)[C@]1(CC(N(CC1)[C@@H](C)C1=CC=C(C=C1)B1OC(C(O1)(C)C)(C)C)=O)C1=CC=C(C=C1)F ((S)-4-allyl-4-(4-fluorophenyl)-1-((S)-1-(4-(4,4,5,5-tetramethyl-1,3,2-dioxaborolan-2-yl)phenyl)ethyl)piperidin-2-one), BrC=1C=CC(N(C1)C)=O (5-bromo-1-methylpyridin-2(1H)-one), PdCl2(Ph3P)2, C(=O)([O-])[O-].[Cs+].[Cs+] (Cs2CO3). Run in O1CCOCC1 (1,4-dioxane), CCOC(=O)C (EtOAc). The product is C(C=C)[C@]1(CC(N(CC1)[C@@H](C)C1=CC=C(C=C1)C=1C=CC(N(C1)C)=O)=O)C1=CC=C(C=C1)F (5-(4-((S)-1-((S)-4-allyl-4-(4-fluorophenyl)-2-oxopiperidin-1-yl)ethyl)phenyl)-1-methylpyridin-2(1H)-one). Yield: 39.0%. Reaction SMILES: [CH2:1]([C@:4]1([C:28]2[CH:33]=[CH:32][C:31]([F:34])=[CH:30][CH:29]=2)[CH2:9][CH2:8][N:7]([C@H:10]([C:12]2[CH:17]=[CH:16][C:15](B3OC(C)(C)C(C)(C)O3)=[CH:14][CH:13]=2)[CH3:11])[C:6](=O)[CH2:5]1)[CH:2]=[CH2:3].Br[C:36]1[CH:37]=[CH:38][C:39](=[O:43])[N:40]([CH3:42])[CH:41]=1.C([O-])([O-])=[O:45].[Cs+].[Cs+]>O1CCOCC1.CCOC(C)=O>[CH2:1]([C@:4]1([C:28]2[CH:29]=[CH:30][C:31]([F:34])=[CH:32][CH:33]=2)[CH2:9][CH2:8][N:7]([C@H:10]([C:12]2[CH:13]=[CH:14][C:15]([C:36]3[CH:37]=[CH:38][C:39](=[O:43])[N:40]([CH3:42])[CH:41]=3)=[CH:16][CH:17]=2)[CH3:11])[C:6](=[O:45])[CH2:5]1)[CH:2]=[CH2:3] |f:2.3.4|. Procedure details: A mixture of (S)-4-allyl-4-(4-fluorophenyl)-1-((S)-1-(4-(4,4,5,5-tetramethyl-1,3,2-dioxaborolan-2-yl)phenyl)ethyl)piperidin-2-one (120 mg, 0.260 mmol), 5-bromo-1-methylpyridin-2(1H)-one (80 mg, 0.31 mmol), PdCl2(Ph3P)2 (12 mg) □ Cs2CO3 (0.4 mL, 0.8 mmol□ in 1,4-dioxane (3 mL) was heated to reflux for 2 h. The mixture was diluted with EtOAc, and washed with water. The organic phase was separated, and concentrated to give the product, which was purified by TLC to afford 5-(4-((S)-1-((S)-4-allyl-4-... Starting materials: N1(C=NC2=C1C=CC=C2)CC(=O)O ((1H-benzimidazol-1-yl)acetic acid), S(=O)(Cl)Cl (thionyl chloride), C1(=CC=CC=C1)C1=CC=CC(=N1)N (6-Phenyl-pyridin-2-ylamine), N1=CC=CC=C1 (pyridine). Run in CN(C=O)C (N,N-dimethylformamide). Reaction conditions: time 1 hour. Product: N1(C=NC2=C1C=CC=C2)CC(=O)NC2=NC(=CC=C2)C2=CC=CC=C2 (2-Benzimidazol-1-yl-N-(6-phenyl-pyridin-2-yl)-acetamide). RXN SMILES: [N:1]1([CH2:10][C:11]([OH:13])=O)[C:5]2[CH:6]=[CH:7][CH:8]=[CH:9][C:4]=2[N:3]=[CH:2]1.S(Cl)(Cl)=O.[C:18]1([C:24]2[N:29]=[C:28]([NH2:30])[CH:27]=[CH:26][CH:25]=2)[CH:23]=[CH:22][CH:21]=[CH:20][CH:19]=1.N1C=CC=CC=1>CN(C)C=O>[N:1]1([CH2:10][C:11]([NH:30][C:28]2[CH:27]=[CH:26][CH:25]=[C:24]([C:18]3[CH:19]=[CH:20][CH:21]=[CH:22][CH:23]=3)[N:29]=2)=[O:13])[C:5]2[CH:6]=[CH:7][CH:8]=[CH:9][C:4]=2[N:3]=[CH:2]1. Procedure: To a solution of (1H-benzimidazol-1-yl)acetic acid (1 g, 5.68 mmol) (Example 1B) in N,N-dimethylformamide (25 mL) was added thionyl chloride (0.4 mL, 5.56 mmol) drop-wise and the reaction mixture stirred at room temperature for 1 h. 6-Phenyl-pyridin-2-ylamine (5.46 mmol) and pyridine (4 mL) were then added to the reaction mixture and stirred at room temperature for 17 h. The reaction mixture was then concentrated in vacuo and dichloromethane was added and transferred to a separating funnel where...